describe an organic reaction: reactants, conditions, products, and yield From a dataset of the Open Reaction Database (ORD), a public repository of structured organic reaction records. Reactants: C(C1=CC=CC=C1)SC1=NC(=C(C(=N1)C)Br)C (2-benzylthio-4,6-dimethyl-5-bromopyrimidine), ClC1=CC(=CC=C1)C(=O)OO (m-chloroperbenzoic acid), [O-]S(=O)[O-].[Na+].[Na+] (Na2SO3), NaCHO3. Solvent: ClCCl (dichloromethane). The product is C(C1=CC=CC=C1)S(=O)(=O)C1=NC(=C(C(=N1)C)Br)C (2-Benzylsulfonyl-4,6-dimethyl-5-bromopyrimidine). The yield is 94.0%. RXN SMILES: C(S[C:9]1[N:14]=[C:13]([CH3:15])[C:12]([Br:16])=[C:11]([CH3:17])[N:10]=1)C1C=CC=CC=1.Cl[C:19]1[CH:24]=[CH:23][CH:22]=[C:21]([C:25](OO)=O)[CH:20]=1.[O-:29][S:30]([O-:32])=O.[Na+].[Na+]>ClCCl>[CH2:25]([S:30]([C:9]1[N:14]=[C:13]([CH3:15])[C:12]([Br:16])=[C:11]([CH3:17])[N:10]=1)(=[O:32])=[O:29])[C:21]1[CH:22]=[CH:23][CH:24]=[CH:19][CH:20]=1 |f:2.3.4|. Procedure: A solution of 2-benzylthio-4,6-dimethyl-5-bromopyrimidine (5 mmol) and 85% m-chloroperbenzoic acid (15.9 mmol) in dichloromethane (100 ml) was left at room temperature for 3 days. The solution was then shaken with saturated Na2SO3 aq. (3×15 ml), saturated NaCHO3 aq. (3×10 ml) and the dried MgSO4 solution evaporated to leave the sulfone; yield 94%, m.p. 138°-139° C. (iPrOH). 1H NMR (TFA): δ2.83 (Me), 4.93 (CH2), 7.33 (Ph).